From a dataset of the Open Reaction Database (ORD), a public repository of structured organic reaction records. describe an organic reaction: reactants, conditions, products, and yield Starting materials: [Li]CCCC, CC1(CCC[P+](c2ccccc2)(c2ccccc2)c2ccccc2)OCCO1, O=Cc1ccc2c(c1)C=CC(=CCl)CO2, ClCCl, [I-], C1CCOC1, O. Product: CC1(CCC=Cc2ccc3c(c2)C=CC(=CCl)CO3)OCCO1. As a reaction SMILES: [CH2:1]([Li:2])[CH2:3][CH2:4][CH3:5].[CH3:7][C:8]1([CH2:13][CH2:14][CH2:15][P+:16]([c:17]2[cH:18][cH:19][cH:20][cH:21][cH:22]2)([c:23]2[cH:24][cH:25][cH:26][cH:27][cH:28]2)[c:29]2[cH:30][cH:31][cH:32][cH:33][cH:34]2)[O:9][CH2:10][CH2:11][O:12]1.[Cl:35][CH:36]=[C:37]1[CH2:38][O:39][c:40]2[c:41]([cH:44][c:45]([CH:48]=[O:49])[cH:46][cH:47]2)[CH:42]=[CH:43]1.[Cl:56][CH2:57][Cl:58].[I-:6].[O:51]1[CH2:52][CH2:53][CH2:54][CH2:55]1.[OH2:50]>>[CH3:7][C:8]1([CH2:13][CH2:14][CH:15]=[CH:48][c:45]2[cH:44][c:41]3[c:40]([cH:47][cH:46]2)[O:39][CH2:38][C:37](=[CH:36][Cl:35])[CH:43]=[CH:42]3)[O:9][CH2:10][CH2:11][O:12]1.